describe an organic reaction: reactants, conditions, products, and yield From a dataset of the Open Reaction Database (ORD), a public repository of structured organic reaction records. The reactants are CSc1nc(-c2ccnc(F)c2)c(-c2ccc(F)cc2)[nH]1, NC1CCCCC1. The product is CSc1nc(-c2ccnc(NC3CCCCC3)c2)c(-c2ccc(F)cc2)[nH]1. As a reaction SMILES: [F:1][c:2]1[n:3][cH:4][cH:5][c:6](-[c:8]2[n:9][c:10]([S:20][CH3:21])[nH:11][c:12]2-[c:13]2[cH:14][cH:15][c:16]([F:19])[cH:17][cH:18]2)[cH:7]1.[NH2:22][CH:23]1[CH2:24][CH2:25][CH2:26][CH2:27][CH2:28]1>>[c:2]1([NH:22][CH:23]2[CH2:24][CH2:25][CH2:26][CH2:27][CH2:28]2)[n:3][cH:4][cH:5][c:6](-[c:8]2[n:9][c:10]([S:20][CH3:21])[nH:11][c:12]2-[c:13]2[cH:14][cH:15][c:16]([F:19])[cH:17][cH:18]2)[cH:7]1. The reactants are COC(CCCCCOC1=CC(=C(C=C1)N)NC1=CC=CC=C1)=O (6-(3-phenylamino-4-aminophenyl)oxyhexanoic acid methyl ester), COC(OC)(OC)OC (tetramethylorthocarbonate), [OH-].[Na+] (sodium hydroxide). The solvent is C(C)(=O)O (acetic acid). Product: COC(CCCCCOC=1C=CC2=C(N(C(=N2)OC)C2=CC=CC=C2)C1)=O (6-[[2-Methoxy-1-phenyl-1H-benzimidazol-6-yl]oxy]hexanoic acid methyl ester). As a reaction SMILES: [CH3:1][O:2][C:3](=[O:24])[CH2:4][CH2:5][CH2:6][CH2:7][CH2:8][O:9][C:10]1[CH:15]=[CH:14][C:13]([NH2:16])=[C:12]([NH:17][C:18]2[CH:23]=[CH:22][CH:21]=[CH:20][CH:19]=2)[CH:11]=1.[CH3:25][O:26][C:27](OC)(OC)OC.[OH-].[Na+]>C(O)(=O)C>[CH3:1][O:2][C:3](=[O:24])[CH2:4][CH2:5][CH2:6][CH2:7][CH2:8][O:9][C:10]1[CH:15]=[CH:14][C:13]2[N:16]=[C:25]([O:26][CH3:27])[N:17]([C:18]3[CH:19]=[CH:20][CH:21]=[CH:22][CH:23]=3)[C:12]=2[CH:11]=1 |f:2.3|. Procedure details: 200 mg of 6-(3-phenylamino-4-aminophenyl)oxyhexanoic acid methyl ester was mixed with 0.12 ml of tetramethylorthocarbonate and 40 μl of acetic acid, and the mixture was heated for 4 hours to 80° C. After cooling, it was mixed with 1N sodium hydroxide solution, extracted three times with ethyl acetate, the combined organic phases were washed with saturated sodium chloride solution, dried on sodium sulfate and concentrated by evaporation in a vacuum. The residue was purified by column chromatograp... Starting materials: COC(=O)C=1SC=C(C1Cl)C (2-methoxycarbonyl-3-chloro-4-methylthiophene), S(=O)(=O)(Cl)Cl (sulfuryl chloride). Reagents/catalysts: C(C1=CC=CC=C1)(=O)OOC(C1=CC=CC=C1)=O (benzoyl peroxide). Run in C(Cl)(Cl)(Cl)Cl (carbon tetrachloride). Yields the product COC(=O)C=1SC=C(C1Cl)CCl (2-methoxycarbonyl-3-chloro-4-(chloromethyl)thiophene). Isolated yield 52.8%. Reaction SMILES: [CH3:1][O:2][C:3]([C:5]1[S:6][CH:7]=[C:8]([CH3:11])[C:9]=1[Cl:10])=[O:4].S(Cl)([Cl:15])(=O)=O>C(Cl)(Cl)(Cl)Cl.C(OOC(=O)C1C=CC=CC=1)(=O)C1C=CC=CC=1>[CH3:1][O:2][C:3]([C:5]1[S:6][CH:7]=[C:8]([CH2:11][Cl:15])[C:9]=1[Cl:10])=[O:4]. Procedure details: To 2-methoxycarbonyl-3-chloro-4-methylthiophene (100 g, 0.53 mol) in dry carbon tetrachloride (1.5 L) were added sulfuryl chloride (65 mL, 0.81 mol) and benzoyl peroxide (2.5 g, 10 mmol). The reaction was heated at reflux for 17 hours, then cooled to ambient temperature and concentrated of all volatiles in vacuo. Purification of the resulting oil by flash chromatography on silica gel afforded 63 g (54% yield) of 2-methoxycarbonyl-3-chloro-4-(chloromethyl)thiophene as a yellow oil which crystalli... Reactants: BrC=1C=CC(=C(CNC(OC)=O)C1)F (methyl N-(5-bromo-2-fluorobenzyl)carbamate), C[Si](C)(C)C#C (trimethylsilylacetylene), [Cl-].[Na+] (sodium chloride). The reagents and catalysts are Cl[Pd]([P](C1=CC=CC=C1)(C2=CC=CC=C2)C3=CC=CC=C3)([P](C4=CC=CC=C4)(C5=CC=CC=C5)C6=CC=CC=C6)Cl (dichlorobis(triphenylphosphine)palladium), [Cu]I (copper(I) iodide). Run in C(C)N(CC)CC (triethylamine). Conditions: temperature 90 celsius, time 48 hour. The product is FC1=C(CNC(OC)=O)C=C(C=C1)C#C[Si](C)(C)C (methyl N-[2-fluoro-5-(trimethylsilylethynyl)benzyl]carbamate). The yield is 83.1%. RXN SMILES: Br[C:2]1[CH:3]=[CH:4][C:5]([F:14])=[C:6]([CH:13]=1)[CH2:7][NH:8][C:9](=[O:12])[O:10][CH3:11].[CH3:15][Si:16]([C:19]#[CH:20])([CH3:18])[CH3:17].[Cl-].[Na+]>Cl[Pd](Cl)([P](C1C=CC=CC=1)(C1C=CC=CC=1)C1C=CC=CC=1)[P](C1C=CC=CC=1)(C1C=CC=CC=1)C1C=CC=CC=1.[Cu]I.C(N(CC)CC)C>[F:14][C:5]1[CH:4]=[CH:3][C:2]([C:20]#[C:19][Si:16]([CH3:18])([CH3:17])[CH3:15])=[CH:13][C:6]=1[CH2:7][NH:8][C:9](=[O:12])[O:10][CH3:11] |f:2.3,^1:25,44|. Procedure: A mixture comprising 8.00 g of methyl N-(5-bromo-2-fluorobenzyl)carbamate, 4.50 g of trimethylsilylacetylene, 0.96 g of dichlorobis(triphenylphosphine)palladium, 0.47 g of copper(I) iodide and 30 ml of triethylamine, was stirred at 90° C. for 48 hours in an autoclave. This reaction solution was poured into a saturated sodium chloride aqueous solution and extracted with ethyl acetate, followed by drying over anhydrous magnesium sulfate. The solvent was distilled off under reduced pressure, and th... Run in O1CCOCC1 (dioxane). Reaction SMILES: [OH-].[Na+].[Br:3][C:4]1[CH:5]=[C:6]([CH3:15])[CH:7]=[C:8]2[C:13]=1[N:12]=[C:11]([OH:14])[CH:10]=[N:9]2.Cl[CH:17]([F:19])[F:18].O>[Br-].C([N+](CCCC)(CCCC)CCCC)CCC.O1CCOCC1>[Br:3][C:4]1[CH:5]=[C:6]([CH3:15])[CH:7]=[C:8]2[C:13]=1[N:12]=[C:11]([O:14][CH:17]([F:19])[F:18])[CH:10]=[N:9]2 |f:0.1,5.6|. The reagents and catalysts are [Br-].C(CCC)[N+](CCCC)(CCCC)CCCC (Tetrabutylammonium bromide). Reported procedure: Tetrabutylammonium bromide (689 mg, 2.14 mmol) and sodium hydroxide (17.1 g of a 50% aqueous solution, 214 mmol) were added to a solution of the title compound of Step D (5.11 g, 21.4 mmol) in dioxane (250 mL) at room temperature. Chlorodifluoromethane was condensed with a cold finger trap and added to the reaction mixture until the mixture was saturated. The reaction mixture was allowed to stir at room temperature overnight. The reaction mixture was slowly poured into water. The resulting mixtu... Reaction conditions: time 8 hour. The yield is 52.0%. Yields the product BrC=1C=C(C=C2N=CC(=NC12)OC(F)F)C (8-bromo-2-(difluoromethoxy)-6-methylquinoxaline). The reactants are ClC(F)F (Chlorodifluoromethane), O (water), [OH-].[Na+] (sodium hydroxide), aqueous solution, BrC=1C=C(C=C2N=CC(=NC12)O)C (8-bromo-6-methyl-2-quinoxalinol). Starting materials: ClC=1C=CC2=C(C(=NCC(N2)=O)C2=C(C=CC=C2)F)C1 (7-chloro-5-(2-fluorophenyl)-1,3-dihydro-2H-1,4-benzodiazepin-2-one), [Cl-].[Al+3].[Cl-].[Cl-] (aluminum chloride), C1CO1 (ethylene oxide), [Cl-].[Al+3].[Cl-].[Cl-] (aluminum chloride), C1CO1 (ethylene oxide). Solvent: C1=CC=CC=C1 (benzene). Conditions: time 15 minute. Yields the product ClC=1C=CC2=C(C3(N(CC(N2)=O)CCO3)C3=C(C=CC=C3)F)C1 (10-chloro-11b-(2-fluorophenyl)-2,3,5,11b-tetrahydrooxazolo[3,2-d][1,4]benzodiazepin-6-(7H)-one). RXN SMILES: [Cl:1][C:2]1[CH:3]=[CH:4][C:5]2[NH:11][C:10](=[O:12])[CH2:9][N:8]=[C:7]([C:13]3[CH:18]=[CH:17][CH:16]=[CH:15][C:14]=3[F:19])[C:6]=2[CH:20]=1.[Cl-].[Al+3].[Cl-].[Cl-].[CH2:25]1[O:27][CH2:26]1>C1C=CC=CC=1>[Cl:1][C:2]1[CH:3]=[CH:4][C:5]2[NH:11][C:10](=[O:12])[CH2:9][N:8]3[CH2:25][CH2:26][O:27][C:7]3([C:13]3[CH:18]=[CH:17][CH:16]=[CH:15][C:14]=3[F:19])[C:6]=2[CH:20]=1 |f:1.2.3.4|. Procedure details: To 15 g. (51.9 mmole) of 7-chloro-5-(2-fluorophenyl)-1,3-dihydro-2H-1,4-benzodiazepin-2-one in 150 ml. of dry benzene, 9 g. (67.7 mmole) of aluminum chloride was added and stirring was continued 15 minutes. The reaction mixture was cooled in an ice bath and 8.8 g. (0.2 mole) of ethylene oxide was added dropwise. After 18 hours of stirring at room temperature, the reaction mixture was heated to 40° for 1 hour and then cooled to room temperature and treated with 5 g. (37.6 mmole) of aluminum chlor...